This data is from the Open Reaction Database (ORD), a public repository of structured organic reaction records. The task is: describe an organic reaction: reactants, conditions, products, and yield Reaction SMILES: [C:1]([CH3:2])([CH3:3])([CH3:4])[c:5]1[cH:6][c:7]([NH:11][C:12]([c:13]2[cH:14][n:15][c:16]([Cl:19])[cH:17][cH:18]2)=[O:20])[cH:8][cH:9][cH:10]1.[C:21](=[O:22])([O:23][C:24]([CH3:25])([CH3:26])[CH3:27])[N:28]1[CH2:29][CH2:30][NH:31][CH2:32][CH2:33]1.[C:34]([O:35][C:36]([N:37]1[CH2:38][CH2:39][N:40]([c:41]2[cH:42][cH:43][c:44]([C:45](=[O:46])[NH:47][c:48]3[cH:49][cH:50][c:51]([CH3:52])[c:53]([I:54])[cH:55]3)[cH:56][n:57]2)[CH2:58][CH2:59]1)=[O:60])([CH3:61])([CH3:62])[CH3:63]>>[C:1]([CH3:2])([CH3:3])([CH3:4])[c:5]1[cH:6][c:7]([NH:11][C:12]([c:13]2[cH:14][n:15][c:16]([N:31]3[CH2:30][CH2:29][N:28]([C:21](=[O:22])[O:23][C:24]([CH3:25])([CH3:26])[CH3:27])[CH2:33][CH2:32]3)[cH:17][cH:18]2)=[O:20])[cH:8][cH:9][cH:10]1. Starting materials: CC(C)(C)c1cccc(NC(=O)c2ccc(Cl)nc2)c1, CC(C)(C)OC(=O)N1CCNCC1, Cc1ccc(NC(=O)c2ccc(N3CCN(C(=O)OC(C)(C)C)CC3)nc2)cc1I. Product: CC(C)(C)OC(=O)N1CCN(c2ccc(C(=O)Nc3cccc(C(C)(C)C)c3)cn2)CC1. Starting materials: CC1=C(C(=NC=C1)N)N1C=CC=C1 (4-Methyl-3-(1H-pyrrol-1-yl)pyridine-2-amine), ClC(Cl)(OC(OC(Cl)(Cl)Cl)=O)Cl (triphosgene). Solvent: C1(=CC=CC=C1)C (toluene). Yields the product CC1=CC=NC=2NC(C=3N(C21)C=CC3)=O (1-Methylpyrido[2,3-e]pyrrolo[1,2-a]pyrazin-6(5H)-one). As a reaction SMILES: [CH3:1][C:2]1[CH:7]=[CH:6][N:5]=[C:4]([NH2:8])[C:3]=1[N:9]1[CH:13]=[CH:12][CH:11]=[CH:10]1.Cl[C:15](Cl)([O:17]C(=O)OC(Cl)(Cl)Cl)Cl>C1(C)C=CC=CC=1>[CH3:1][C:2]1[C:3]2[N:9]3[CH:13]=[CH:12][CH:11]=[C:10]3[C:15](=[O:17])[NH:8][C:4]=2[N:5]=[CH:6][CH:7]=1. Reported procedure: 4-Methyl-3-(1H-pyrrol-1-yl)pyridine-2-amine (1.0 g, 5.8 mmol) and triphosgene (2.6 g, 8.7 mmol) were dissolved in 100 mL of toluene. The mixture was refluxed for 3 hours, then cooled to room temperature. The red solid was collected after filtration and washed with CH3CN 0.5 g (43%). The material was used directly for the next step reaction without purification. 1H NMR (400 MHz, DMSO) δ 11.64 (s, 1H), 8.15 (dd, J=1.4, 2.9 Hz, 1H), 8.13 (d, J=4.9 Hz, 1H), 7.20-7.08 (m, 2H), 6.75 (dd, J=2.9, 3.9 Hz... The reactants are C1(=C(C=CC=C1)C1=NN=C(S1)CCCN)C1=CC=CC=C1 (3-(5-(2-biphenylyl)-1,3,4-thiadiazol-2-yl)propanamine), I.CSC1=NC2=CC=CC=3C2=C1C=CC3 (2-methylthiobenz(cd)indole hydriodide). Reaction SMILES: [C:1]1([C:16]2[CH:21]=[CH:20][CH:19]=[CH:18][CH:17]=2)[CH:6]=[CH:5][CH:4]=[CH:3][C:2]=1[C:7]1[S:11][C:10]([CH2:12][CH2:13][CH2:14][NH2:15])=[N:9][N:8]=1.I.CS[C:25]1[C:33]2[CH:34]=[CH:35][CH:36]=[C:31]3[C:32]=2[C:27](=[CH:28][CH:29]=[CH:30]3)[N:26]=1>C(O)C>[C:1]1([C:16]2[CH:17]=[CH:18][CH:19]=[CH:20][CH:21]=2)[CH:6]=[CH:5][CH:4]=[CH:3][C:2]=1[C:7]1[S:11][C:10]([CH2:12][CH2:13][CH2:14][NH:15][C:25]2[C:33]3[CH:34]=[CH:35][CH:36]=[C:31]4[C:32]=3[C:27](=[CH:28][CH:29]=[CH:30]4)[N:26]=2)=[N:9][N:8]=1 |f:1.2|. The solvent is C(C)O (ethanol). Product: C1(=C(C=CC=C1)C1=NN=C(S1)CCCNC1=NC2=CC=CC=3C2=C1C=CC3)C3=CC=CC=C3 (N-(3-(5-(2-Biphenylyl)-1,3,4-thiadiazol-2-yl)propyl)benz(cd)indol-2-amine). Reported procedure: A solution of 3-(5-(2-biphenylyl)-1,3,4-thiadiazol-2-yl)propanamine in ethanol is treated with 2-methylthiobenz(cd)indole hydriodide by the conditions of Example 52. Neutralization yields the title compound. Reactants: Cc1c(CCC(=O)O)c[nH]c1C=O, C1CCNCC1, Cc1cccc2c1CC(=O)N2, CCO. Product: Cc1cccc2c1C(=Cc1[nH]cc(CCC(=O)O)c1C)C(=O)N2. RXN SMILES: [C:1](=[O:2])([OH:3])[CH2:4][CH2:5][c:6]1[c:7]([CH3:13])[c:8]([CH:11]=[O:12])[nH:9][cH:10]1.[CH2:25]1[CH2:26][CH2:27][NH:28][CH2:29][CH2:30]1.[CH3:14][c:15]1[c:16]2[c:20]([cH:21][cH:22][cH:23]1)[NH:19][C:18](=[O:24])[CH2:17]2.[CH3:31][CH2:32][OH:33]>>[C:1](=[O:2])([OH:3])[CH2:4][CH2:5][c:6]1[c:7]([CH3:13])[c:8]([CH:11]=[C:17]2[c:16]3[c:15]([CH3:14])[cH:23][cH:22][cH:21][c:20]3[NH:19][C:18]2=[O:24])[nH:9][cH:10]1. The reactants are O=C(O)CC1CCCC1, Cl, CC(C)CN1C(=O)C(NC(=O)C(C)N)C(=O)N(CC(C)C)c2ccccc21. Product: CC(C)CN1C(=O)C(NC(=O)C(C)NC(=O)CC2CCCC2)C(=O)N(CC(C)C)c2ccccc21. RXN SMILES: [CH:1]1([CH2:6][C:7](=[O:8])[OH:9])[CH2:2][CH2:3][CH2:4][CH2:5]1.[ClH:10].[NH2:11][CH:12]([CH3:13])[C:14](=[O:15])[NH:16][CH:17]1[C:18](=[O:37])[N:19]([CH2:33][CH:34]([CH3:35])[CH3:36])[c:20]2[c:21]([cH:29][cH:30][cH:31][cH:32]2)[N:22]([CH2:25][CH:26]([CH3:27])[CH3:28])[C:23]1=[O:24]>>[CH:1]1([CH2:6][C:7](=[O:9])[NH:11][CH:12]([CH3:13])[C:14](=[O:15])[NH:16][CH:17]2[C:18](=[O:37])[N:19]([CH2:33][CH:34]([CH3:35])[CH3:36])[c:20]3[c:21]([cH:29][cH:30][cH:31][cH:32]3)[N:22]([CH2:25][CH:26]([CH3:27])[CH3:28])[C:23]2=[O:24])[CH2:2][CH2:3][CH2:4][CH2:5]1. Reactants: C(C)(C)(C)OC([C@@H](N[C@H](CCCCC1CCN(CC1)C(=O)OCC1=CC=CC=C1)C(=O)OCC)C)=O (N-[(R)-5-(1-benzyloxycarbonyl-4-piperidyl)-1-ethoxycarbonylpentyl]-L-alanine tert-butyl ester), C(C)(=O)OCC.Cl (hydrogen chloride-ethyl acetate), C(C)OCC (ethyl ether). Reaction conditions: time 4 hour. The product is Cl.C(C1=CC=CC=C1)OC(=O)N1CCC(CC1)CCCC[C@H](C(=O)OCC)N[C@@H](C)C(=O)O (N-[(R)-5-(1-benzyloxycarbonyl-4-piperidyl)-1-ethoxycarbonylpentyl]-L-alanine.hydrochloride). Reaction SMILES: C([O:5][C:6](=[O:36])[C@H:7]([CH3:35])[NH:8][C@@H:9]([C:30]([O:32][CH2:33][CH3:34])=[O:31])[CH2:10][CH2:11][CH2:12][CH2:13][CH:14]1[CH2:19][CH2:18][N:17]([C:20]([O:22][CH2:23][C:24]2[CH:29]=[CH:28][CH:27]=[CH:26][CH:25]=2)=[O:21])[CH2:16][CH2:15]1)(C)(C)C.C(OCC)C.C(OCC)(=O)C.[ClH:48]>>[ClH:48].[CH2:23]([O:22][C:20]([N:17]1[CH2:18][CH2:19][CH:14]([CH2:13][CH2:12][CH2:11][CH2:10][C@@H:9]([NH:8][C@H:7]([C:6]([OH:36])=[O:5])[CH3:35])[C:30]([O:32][CH2:33][CH3:34])=[O:31])[CH2:15][CH2:16]1)=[O:21])[C:24]1[CH:25]=[CH:26][CH:27]=[CH:28][CH:29]=1 |f:2.3,4.5|. Reported procedure: In 20 ml of 5N hydrogen chloride-ethyl acetate solution is dissolved 1.7 g of N-[(R)-5-(1-benzyloxycarbonyl-4-piperidyl)-1-ethoxycarbonylpentyl]-L-alanine tert-butyl ester, and the solution is allowed to stand at room temperature for 4 hours. 100 ml of ethyl ether is added to the reaction solution, and the colorless powder, which separates out, is collected by filtration to give 1.2 g of N-[(R)-5-(1-benzyloxycarbonyl-4-piperidyl)-1-ethoxycarbonylpentyl]-L-alanine.hydrochloride. Reactants: COC(=O)c1ccc(CCc2c[nH]c3nc(N)[nH]c(=O)c23)cc1, CO, Cl, [Na+], C1CCOC1, [OH-]. The product is Nc1nc2[nH]cc(CCc3ccc(C(=O)O)cc3)c2c(=O)[nH]1. RXN SMILES: [CH3:1][O:2][C:3]([c:4]1[cH:5][cH:6][c:7]([CH2:10][CH2:11][c:12]2[cH:13][nH:14][c:15]3[n:16][c:17]([NH2:22])[nH:18][c:19](=[O:21])[c:20]23)[cH:8][cH:9]1)=[O:23].[CH3:24][OH:25].[ClH:31].[Na+:33].[O:26]1[CH2:27][CH2:28][CH2:29][CH2:30]1.[OH-:32]>>[O:2]=[C:3]([c:4]1[cH:5][cH:6][c:7]([CH2:10][CH2:11][c:12]2[cH:13][nH:14][c:15]3[n:16][c:17]([NH2:22])[nH:18][c:19](=[O:21])[c:20]23)[cH:8][cH:9]1)[OH:23]. The reactants are C1COCCO1, COC(=O)CC1CCc2cc(OCCCNc3ncccn3)ccc2C1, [Li+], [OH-], O, O. Product: O=C(O)CC1CCc2cc(OCCCNc3ncccn3)ccc2C1. RXN SMILES: [CH2:30]1[O:31][CH2:32][CH2:33][O:34][CH2:35]1.[CH3:1][O:2][C:3]([CH2:4][CH:5]1[CH2:6][c:7]2[cH:8][cH:9][c:10]([O:15][CH2:16][CH2:17][CH2:18][NH:19][c:20]3[n:21][cH:22][cH:23][cH:24][n:25]3)[cH:11][c:12]2[CH2:13][CH2:14]1)=[O:26].[Li+:28].[OH-:27].[OH2:29].[OH2:36]>>[O:2]=[C:3]([CH2:4][CH:5]1[CH2:6][c:7]2[cH:8][cH:9][c:10]([O:15][CH2:16][CH2:17][CH2:18][NH:19][c:20]3[n:21][cH:22][cH:23][cH:24][n:25]3)[cH:11][c:12]2[CH2:13][CH2:14]1)[OH:26]. Reactants: C(=O)(C(F)(F)F)O (TFA), Cl (HCl), C(C1=CC=CC=C1)OC[C@H](OC1=C(C=C(C=C1)Cl)C)[C@@H]1CNCC1 ((S)-3-[(R)-2-benzyloxy-1-(4-chloro-2-methylphenoxy)ethyl]-pyrrolidine). Reagents/catalysts: [OH-].[OH-].[Pd+2] (Pd(OH)2/C). Run in CCO (EtOH). Yields the product ClC1=CC(=C(O[C@H](CO)[C@H]2CNCC2)C=C1)C ((R)-2-(4-Chloro-2-methylphenoxy)-2-(S)-pyrrolidin-3-yl-ethanol), mono-TFA. Isolated yield 98.0%. Reaction SMILES: C([O:8][CH2:9][C@@H:10]([C@H:20]1[CH2:24][CH2:23][NH:22][CH2:21]1)[O:11][C:12]1[CH:17]=[CH:16][C:15]([Cl:18])=[CH:14][C:13]=1[CH3:19])C1C=CC=CC=1.C(O)(C(F)(F)F)=O.Cl>CCO.[OH-].[OH-].[Pd+2]>[Cl:18][C:15]1[CH:16]=[CH:17][C:12]([O:11][C@@H:10]([C@@H:20]2[CH2:24][CH2:23][NH:22][CH2:21]2)[CH2:9][OH:8])=[C:13]([CH3:19])[CH:14]=1 |f:4.5.6|. Reported procedure: To a solution of (S)-3-[(R)-2-benzyloxy-1-(4-chloro-2-methylphenoxy)ethyl]-pyrrolidine.TFA (4.6 mg, 10 μmol) in EtOH (2.0 mL) at room temperature, was added concentrated HCl (˜50 μL). To the stirred mixture was added 20% Pd(OH)2/C (50 wt % water, 4.0 mg). The resulting mixture was degassed and flushed with hydrogen three times and then hydrogenated under a hydrogen balloon for 25 minutes. The mixture was filtered and the filtrate was concentrated. The resulting residue was redissolved in a mixtu...